This data is from the Open Reaction Database (ORD), a public repository of structured organic reaction records. The task is: describe an organic reaction: reactants, conditions, products, and yield RXN SMILES: [Br:1][C:2]1[C:11]2[C:6](=[CH:7][C:8]([C:12]#[N:13])=[CH:9][CH:10]=2)[CH:5]=[CH:4][C:3]=1[NH:14][C:15](=[O:21])[O:16][C:17]([CH3:20])([CH3:19])[CH3:18].[H-].[Na+].[Cl:24][CH:25]=[CH:26][CH2:27]Cl>CN(C=O)C.O>[Br:1][C:2]1[C:11]2[C:6](=[CH:7][C:8]([C:12]#[N:13])=[CH:9][CH:10]=2)[CH:5]=[CH:4][C:3]=1[N:14]([CH2:27][CH:26]=[CH:25][Cl:24])[C:15](=[O:21])[O:16][C:17]([CH3:18])([CH3:20])[CH3:19] |f:1.2|. The reactants are BrC1=C(C=CC2=CC(=CC=C12)C#N)NC(OC(C)(C)C)=O (tert-butyl 1-bromo-6-cyano-2-naphthylcarbamate), [H-].[Na+] (NaH), ClC=CCCl (1,3-dichloropropene). Yields the product BrC1=C(C=CC2=CC(=CC=C12)C#N)N(C(OC(C)(C)C)=O)CC=CCl (tert-butyl 1-bromo-6-cyano-2-naphthyl(3-chloro-2-propenyl)carbamate). Reported procedure: A stirred solution of nitrile 141 (5.78 g, 16.6 mmol) in dry DMF (50 mL) was treated at 0° C. with NaH (0.80 g, 20.0 mmol, 60% in oil). The resulting suspension was warmed to room temperature for 30 min, then cooled to 0° C. again and treated with 1,3-dichloropropene (4.8 mL, 52 mmol, mixed isomers). After stirring at room temperature for a further 6 h, the mixture was diluted with water and extracted with EtOAc (×3). The combined organic extracts were washed with water (×3), dried, and concentr... Run at time 6 hour. Isolated yield 96.7%. Run in O (water), CN(C)C=O (DMF). Starting materials: CC(C)O, CCOC(=O)C(C)(C)c1nc2ccc(OCCCN3CCN(C(c4ccccc4)c4ccccc4)CC3)nn2c1Cl, Cl, Cl, Cl, [Na+], [OH-]. Yields the product CC(C)(C(=O)O)c1nc2ccc(OCCCN3CCN(C(c4ccccc4)c4ccccc4)CC3)nn2c1Cl. RXN SMILES: [CH3:47][CH:48]([OH:49])[CH3:50].[Cl:4][c:5]1[c:6]([C:37]([C:38](=[O:39])[O:40][CH2:41][CH3:42])([CH3:43])[CH3:44])[n:7][c:8]2[n:9]1[n:10][c:11]([O:14][CH2:15][CH2:16][CH2:17][N:18]1[CH2:19][CH2:20][N:21]([CH:24]([c:25]3[cH:26][cH:27][cH:28][cH:29][cH:30]3)[c:31]3[cH:32][cH:33][cH:34][cH:35][cH:36]3)[CH2:22][CH2:23]1)[cH:12][cH:13]2.[ClH:1].[ClH:2].[ClH:3].[Na+:46].[OH-:45]>>[Cl:4][c:5]1[c:6]([C:37]([C:38](=[O:39])[OH:40])([CH3:43])[CH3:44])[n:7][c:8]2[n:9]1[n:10][c:11]([O:14][CH2:15][CH2:16][CH2:17][N:18]1[CH2:19][CH2:20][N:21]([CH:24]([c:25]3[cH:26][cH:27][cH:28][cH:29][cH:30]3)[c:31]3[cH:32][cH:33][cH:34][cH:35][cH:36]3)[CH2:22][CH2:23]1)[cH:12][cH:13]2. Starting materials: C(C=C)OC=1C=C(OC2=CC=C(C=O)C=C2)C=C(C1)OC (4-[3-(allyloxy)-5-methoxyphenoxy]benzaldehyde), CC1=C(N)C=CC=C1[N+](=O)[O-] (2-methyl-3-nitroaniline). Product: C(C=C)OC=1C=C(OC2=CC=C(CNC3=C(C(=CC=C3)[N+](=O)[O-])C)C=C2)C=C(C1)OC (N-{4-[3-(allyloxy)-5-methoxyphenoxy]benzyl}-N-(2-methyl-3-nitrophenyl)amine). RXN SMILES: [CH2:1]([O:4][C:5]1[CH:6]=[C:7]([CH:17]=[C:18]([O:20][CH3:21])[CH:19]=1)[O:8][C:9]1[CH:16]=[CH:15][C:12]([CH:13]=O)=[CH:11][CH:10]=1)[CH:2]=[CH2:3].[CH3:22][C:23]1[C:29]([N+:30]([O-:32])=[O:31])=[CH:28][CH:27]=[CH:26][C:24]=1[NH2:25]>>[CH2:1]([O:4][C:5]1[CH:6]=[C:7]([CH:17]=[C:18]([O:20][CH3:21])[CH:19]=1)[O:8][C:9]1[CH:16]=[CH:15][C:12]([CH2:13][NH:25][C:24]2[CH:26]=[CH:27][CH:28]=[C:29]([N+:30]([O-:32])=[O:31])[C:23]=2[CH3:22])=[CH:11][CH:10]=1)[CH:2]=[CH2:3]. Reported procedure: The product from Example 90B and 2-methyl-3-nitroaniline were processed as in Example 6A to provide the title compound. MS (ESI−) m/z 419 (M−H)−. Starting materials: C(C)(C)(C)OC(=O)N1CCC(CC1)=O (4-oxo-piperidine-1-carboxylic acid tert-butyl ester), C(C1=CC=CC=C1)N (benzylamine), [N+](=O)([O-])C=CC1=CC2=C(OCO2)C=C1 (5-(2-nitro-vinyl)-benzo[1,3]dioxole). Product: O1COC2=C1C=CC(=C2)C2=CN(C1=C2CNCC1)CC1=CC=CC=C1 (3-Benzo[1,3]dioxol-5-yl-1-benzyl-4,5,6,7-tetrahydro-1H-pyrrolo[3,2-c]pyridine). As a reaction SMILES: C(OC([N:8]1[CH2:13][CH2:12][C:11](=O)[CH2:10][CH2:9]1)=O)(C)(C)C.[CH2:15]([NH2:22])[C:16]1[CH:21]=[CH:20][CH:19]=[CH:18][CH:17]=1.[N+]([CH:26]=[CH:27][C:28]1[CH:36]=[CH:35][C:31]2[O:32][CH2:33][O:34][C:30]=2[CH:29]=1)([O-])=O>>[O:32]1[C:31]2[CH:35]=[CH:36][C:28]([C:27]3[C:12]4[CH2:13][NH:8][CH2:9][CH2:10][C:11]=4[N:22]([CH2:15][C:16]4[CH:21]=[CH:20][CH:19]=[CH:18][CH:17]=4)[CH:26]=3)=[CH:29][C:30]=2[O:34][CH2:33]1. Procedure details: The title compound (306.0 mg) was prepared from 0.49 g of 4-oxo-piperidine-1-carboxylic acid tert-butyl ester, 268 μL of benzylamine, and 0.48 g of 5-(2-nitro-vinyl)-benzo[1,3]dioxole. MS (ESI): exact mass calculated for C21H20N2O2, 332.15. found, m/z 333.2 [M+H]+. 1H NMR (400 MHz, CD3OD): 7.36-7.30 (m, 2H), 7.29-7.24 (m, 1H), 7.18-7.14 (m, 2H), 7.01 (s, 1H), 6.85-6.75 (m, 3H), 5.93 (s, 2H), 5.12 (s, 2H), 4.31 (s, 2H), 3.49 (t, J=6.3 Hz, 2H), 2.85 (t, J=6.3 Hz, 2H). The reactants are CCCOC1CCC(N2C(=O)c3ccccc3C2=O)CC1, CCO, NN, O. The product is CCCOC1CCC(N)CC1. As a reaction SMILES: [CH2:4]([CH2:5][CH3:6])[O:7][CH:8]1[CH2:9][CH2:10][CH:11]([N:14]2[C:15](=[O:16])[c:17]3[c:18]([cH:19][cH:20][cH:21][cH:22]3)[C:23]2=[O:24])[CH2:12][CH2:13]1.[CH3:25][CH2:26][OH:27].[NH2:2][NH2:3].[OH2:1]>>[CH2:4]([CH2:5][CH3:6])[O:7][CH:8]1[CH2:9][CH2:10][CH:11]([NH2:14])[CH2:12][CH2:13]1.